The task is: describe an organic reaction: reactants, conditions, products, and yield. This data is from the Open Reaction Database (ORD), a public repository of structured organic reaction records. Solvent: Br (Hydrobromic acid). The product is N[C@@H]1C[C@H](CCC1)C=1C=C(C=CC1)O ((trans)-3-(3-aminocyclohexyl)phenol). Reactants: COC=1C=C(C=CC1)[C@@H]1C[C@H](CCC1)N ((trans)-3-(3-methoxyphenyl) cyclohexylamine), C([O-])(O)=O.[Na+] (sodium bicarbonate), O.N (ammonia water). Procedure: 47% Hydrobromic acid (140 ml) was gradually added to (trans)-3-(3-methoxyphenyl) cyclohexylamine (14.0 g) and the mixture was refluxed for an hour. After adjusting the reaction solution to pH7 with sodium bicarbonate (powder), it was adjusted to pH9 with concentrated ammonia water. After filtering the deposited crystals by suction and washing with water, they were dried by ventilation at 45° C. for 5 hours to give 8.58 g of (trans)-3-(3-aminocyclohexyl)phenol (65.8% yield). RXN SMILES: C[O:2][C:3]1[CH:4]=[C:5]([C@H:9]2[CH2:14][CH2:13][CH2:12][C@H:11]([NH2:15])[CH2:10]2)[CH:6]=[CH:7][CH:8]=1.C(=O)(O)[O-].[Na+].O.N>Br>[NH2:15][C@H:11]1[CH2:12][CH2:13][CH2:14][C@H:9]([C:5]2[CH:4]=[C:3]([OH:2])[CH:8]=[CH:7][CH:6]=2)[CH2:10]1 |f:1.2,3.4|. Isolated yield 65.8%. The solvent is CN(C=O)C (N,N-dimethylformamide). The product is COC(CC=1C(=NN(C1C)CC1=C(C=C(C=C1)NC(=O)C=1NC2=CC=CC=C2C1)F)C)=O ((1-(2-Fluoro-4-[(1H-indole-2-carbonyl)amino]benzyl)-3,5-dimethyl-1H-pyrazol-4-yl)acetic acid methyl ester). Procedure: To a solution of indole-2-carboxylic acid (80 mg, 0.50 mmol) in N,N-dimethylformamide (1.5 mL) are added TBTU (139 mg, 0.43 mmol) and N,N-diisopropyl amine (0.126 mL, 0.74 mmol). Subsequently [1-(4-amino-2-fluorobenzyl)-3,5-dimethyl-1H-pyrazol-4-yl]acetic acid methyl ester (120 mg, 0.41 mmol) is added. The mixture is stirred at room temperature for 12 hours. After that an aqueous solution of K2CO3 (2 M, 0.5 mL) is added. The obtained mixture is flushed through Al2O3 with dichloromethane/methanol... Yield: 46.3%. Conditions: time 12 hour. Starting materials: N1C(=CC2=CC=CC=C12)C(=O)O (indole-2-carboxylic acid), CN(C)C(=[N+](C)C)ON1C2=C(C=CC=C2)N=N1.[B-](F)(F)(F)F (TBTU), C(C)(C)NC(C)C (N,N-diisopropyl amine), COC(CC=1C(=NN(C1C)CC1=C(C=C(C=C1)N)F)C)=O ([1-(4-amino-2-fluorobenzyl)-3,5-dimethyl-1H-pyrazol-4-yl]acetic acid methyl ester), C(=O)([O-])[O-].[K+].[K+] (K2CO3). RXN SMILES: [NH:1]1[C:9]2[C:4](=[CH:5][CH:6]=[CH:7][CH:8]=2)[CH:3]=[C:2]1[C:10]([OH:12])=O.CN(C(ON1N=NC2C=CC=CC1=2)=[N+](C)C)C.[B-](F)(F)(F)F.C(NC(C)C)(C)C.[CH3:42][O:43][C:44](=[O:62])[CH2:45][C:46]1[C:47]([CH3:61])=[N:48][N:49]([CH2:52][C:53]2[CH:58]=[CH:57][C:56]([NH2:59])=[CH:55][C:54]=2[F:60])[C:50]=1[CH3:51].C([O-])([O-])=O.[K+].[K+]>CN(C)C=O>[CH3:42][O:43][C:44](=[O:62])[CH2:45][C:46]1[C:47]([CH3:61])=[N:48][N:49]([CH2:52][C:53]2[CH:58]=[CH:57][C:56]([NH:59][C:10]([C:2]3[NH:1][C:9]4[C:4]([CH:3]=3)=[CH:5][CH:6]=[CH:7][CH:8]=4)=[O:12])=[CH:55][C:54]=2[F:60])[C:50]=1[CH3:51] |f:1.2,5.6.7|.